Dataset: the Open Reaction Database (ORD), a public repository of structured organic reaction records. Task: describe an organic reaction: reactants, conditions, products, and yield Starting materials: Brc1ccc(cn1)c2ccccc2, OB(O)c1cccnc1. Reagents/catalysts: CCN=P(N=P(N(C)C)(N(C)C)N(C)C)(N(C)C)N(C)C (P2-Et), CC(C)c1cc(C(C)C)c(-c2ccccc2[PH](C(C)(C)C)(C(C)(C)C)[Pd]2(OS(C)(=O)=O)Nc3ccccc3-c3ccccc32)c(C(C)C)c1 (tBuXphos G3). Solvent: CS(C)=O (DMSO), O (water), CS(C)=O (DMSO), CS(C)=O (DMSO), CS(C)=O (DMSO). Reaction conditions: time 22 hour. The product is c1ccc(cc1)c2ccc(nc2)c3cccnc3, Brc1ccc(cn1)c2ccccc2, c1ccc(-c2ccccc2)cc1. The reactants are O=C([O-])[O-], CNCCOc1ccc(C2=C(c3ccccc3)CCCc3ccccc32)cc1, CN(C)C=O, FC(F)(F)C(F)(F)CCCSCCCI, [K+], [K+], O. Reaction SMILES: [C:29](=[O:30])([O-:31])[O-:32].[CH3:1][NH:2][CH2:3][CH2:4][O:5][c:6]1[cH:7][cH:8][c:9]([C:12]2=[C:13]([c:23]3[cH:24][cH:25][cH:26][cH:27][cH:28]3)[CH2:14][CH2:15][CH2:16][c:17]3[c:18]2[cH:19][cH:20][cH:21][cH:22]3)[cH:10][cH:11]1.[CH3:51][N:52]([CH3:53])[CH:54]=[O:55].[I:35][CH2:36][CH2:37][CH2:38][S:39][CH2:40][CH2:41][CH2:42][C:43]([C:44]([F:45])([F:46])[F:47])([F:48])[F:49].[K+:33].[K+:34].[OH2:50]>>[CH3:1][N:2]([CH2:3][CH2:4][O:5][c:6]1[cH:7][cH:8][c:9]([C:12]2=[C:13]([c:23]3[cH:24][cH:25][cH:26][cH:27][cH:28]3)[CH2:14][CH2:15][CH2:16][c:17]3[c:18]2[cH:19][cH:20][cH:21][cH:22]3)[cH:10][cH:11]1)[CH2:36][CH2:37][CH2:38][S:39][CH2:40][CH2:41][CH2:42][C:43]([C:44]([F:45])([F:46])[F:47])([F:48])[F:49]. The product is CN(CCCSCCCC(F)(F)C(F)(F)F)CCOc1ccc(C2=C(c3ccccc3)CCCc3ccccc32)cc1.